Dataset: the Open Reaction Database (ORD), a public repository of structured organic reaction records. Task: describe an organic reaction: reactants, conditions, products, and yield Starting materials: [H-].[Al+3].[Li+].[H-].[H-].[H-] (lithium aluminum hydride), C(CCCCCCC)N (octylamine), ClS(=O)(=O)C1=CC=C(C(=O)O)C=C1 (4-(chlorosulfonyl)benzoic acid). Solvent: C1CCOC1 (THF). Product: C(CCCCCCC)NS(=O)(=O)C1=CC=C(C(=O)O)C=C1 (4-(Octylaminosulfonyl)benzoic acid), C(CCCCCCC)NS(=O)(=O)C1=CC=C(CO)C=C1 (4-(octylaminosulfonyl)benzyl alcohol). RXN SMILES: [CH2:1]([NH2:9])[CH2:2][CH2:3][CH2:4][CH2:5][CH2:6][CH2:7][CH3:8].Cl[S:11]([C:14]1[CH:22]=[CH:21][C:17]([C:18]([OH:20])=[O:19])=[CH:16][CH:15]=1)(=[O:13])=[O:12].[H-].[Al+3].[Li+].[H-].[H-].[H-]>C1COCC1>[CH2:1]([NH:9][S:11]([C:14]1[CH:15]=[CH:16][C:17]([C:18]([OH:20])=[O:19])=[CH:21][CH:22]=1)(=[O:13])=[O:12])[CH2:2][CH2:3][CH2:4][CH2:5][CH2:6][CH2:7][CH3:8].[CH2:1]([NH:9][S:11]([C:14]1[CH:15]=[CH:16][C:17]([CH2:18][OH:19])=[CH:21][CH:22]=1)(=[O:13])=[O:12])[CH2:2][CH2:3][CH2:4][CH2:5][CH2:6][CH2:7][CH3:8] |f:2.3.4.5.6.7|. Procedure details: 4-(Octylaminosulfonyl)benzoic acid is prepared in the usual way from octylamine and 4-(chlorosulfonyl)benzoic acid. This material is reduced with lithium aluminum hydride in THF in the usual fashion, and purified by chromatography with 1:3 ethyl acetate-dichloromethane to provide 4-(octylaminosulfonyl)benzyl alcohol as a colorless solid in 54% yield. Swern oxidation (DMSO-oxalyl chloride, dichloromethane) of this material provides 4-(octylaminosulfonyl)benzaldehyde as a colorless solid after chr... Starting materials: CCO, COc1ccc(O)cc1, [Na+], [OH-], OCCCl. Product: COc1ccc(OCCO)cc1. RXN SMILES: [CH3:16][CH2:17][OH:18].[CH3:1][O:2][c:3]1[cH:4][cH:5][c:6]([OH:9])[cH:7][cH:8]1.[Na+:15].[OH-:14].[OH:10][CH2:11][CH2:12][Cl:13]>>[CH3:1][O:2][c:3]1[cH:4][cH:5][c:6]([O:9][CH2:12][CH2:11][OH:10])[cH:7][cH:8]1. Reactants: C(C)(=O)O (acetic acid), C(CC)N(CCCCN(S(=O)(=O)C)CC1=CC=C(C=C1)CNCC=1NC=CN1)CCC (N-(4-dipropylamino-butyl)-N-(4-{[(1H-imidazol-2-ylmethyl)-amino]-methyl}-benzyl)-methanesulfonamide), C(#N)[BH3-].[Na+] (sodium cyanoborohydride), N1=CC=CC=2CCCC(C12)=O (6,7-dihydro-5H-quinolin-8-one). Solvent: CO (methanol). Conditions: time 2 day. Product: C(CC)N(CCCCN(S(=O)(=O)C)CC1=CC=C(C=C1)CN(C1CCCC=2C=CC=NC12)CC=1NC=CN1)CCC (N-(4-dipropylamino-butyl)-N-(4-{[(1H-imidazol-2-ylmethyl)-(5,6,7,8-tetrahydro-quinolin-8-yl)-amino]-methyl}-benzyl)-methanesulfonamide). Isolated yield 34.7%. Reaction SMILES: [CH2:1]([N:4]([CH2:29][CH2:30][CH3:31])[CH2:5][CH2:6][CH2:7][CH2:8][N:9]([CH2:14][C:15]1[CH:20]=[CH:19][C:18]([CH2:21][NH:22][CH2:23][C:24]2[NH:25][CH:26]=[CH:27][N:28]=2)=[CH:17][CH:16]=1)[S:10]([CH3:13])(=[O:12])=[O:11])[CH2:2][CH3:3].[N:32]1[C:41]2[C:40](=O)[CH2:39][CH2:38][CH2:37][C:36]=2[CH:35]=[CH:34][CH:33]=1.C([BH3-])#N.[Na+].C(O)(=O)C>CO>[CH2:29]([N:4]([CH2:1][CH2:2][CH3:3])[CH2:5][CH2:6][CH2:7][CH2:8][N:9]([CH2:14][C:15]1[CH:16]=[CH:17][C:18]([CH2:21][N:22]([CH2:23][C:24]2[NH:28][CH:27]=[CH:26][N:25]=2)[CH:40]2[C:41]3[N:32]=[CH:33][CH:34]=[CH:35][C:36]=3[CH2:37][CH2:38][CH2:39]2)=[CH:19][CH:20]=1)[S:10]([CH3:13])(=[O:11])=[O:12])[CH2:30][CH3:31] |f:2.3|. Reported procedure: The compound (154 mg) obtained in Example 50-2 was dissolved in anhydrous methanol (6.2 ml) and added with 6,7-dihydro-5H-quinolin-8-one (75.1 mg) which was synthesized by a known method and sodium cyanoborohydride (64.1 mg). After the solution was adjusted to pH 5 with acetic acid, the whole was stirred at room temperature for 2 days. After completion of the reaction, the solvent was distilled off. The resultant was added with a 1 mol/l sodium hydroxide aqueous solution and the whole was subjec... The reactants are NC1(C=2N(C3=C(C(=N1)C1=CC=C(C=C1)Cl)C(=C(S3)C)C)C(=NN2)C)C(=O)OCC (Ethyl (6-amino-4-(4-chlorophenyl)-2,3,9-trimethyl-6H- thieno[3,2-f][1,2,4]triazolo[4,3-a][1,4]diazepin-6-yl)- carboxylate), O.O.O.O.O.O.O.O.[OH-].[Ba+2].[OH-] (Barium hydroxide octahydrate). The solvent is C(C)O (ethanol), O (water). Reaction conditions: time 24 hour. The product is NC1C=2N(C3=C(C(=N1)C1=CC=C(C=C1)Cl)C(=C(S3)C)C)C(=NN2)C (6-amino-4-(4-chlorophenyl)-2,3,9- trimethyl-6H-thieno[3,2-f][1,2,4]triazolo[4,3-a][1,4]diazepine). The yield is 76.5%. As a reaction SMILES: [NH2:1][C:2]1(C(OCC)=O)[N:8]=[C:7]([C:9]2[CH:14]=[CH:13][C:12]([Cl:15])=[CH:11][CH:10]=2)[C:6]2[C:16]([CH3:20])=[C:17]([CH3:19])[S:18][C:5]=2[N:4]2[C:21]([CH3:24])=[N:22][N:23]=[C:3]12.O.O.O.O.O.O.O.O.[OH-].[Ba+2].[OH-]>C(O)C.O>[NH2:1][CH:2]1[N:8]=[C:7]([C:9]2[CH:10]=[CH:11][C:12]([Cl:15])=[CH:13][CH:14]=2)[C:6]2[C:16]([CH3:20])=[C:17]([CH3:19])[S:18][C:5]=2[N:4]2[C:21]([CH3:24])=[N:22][N:23]=[C:3]12 |f:1.2.3.4.5.6.7.8.9.10.11|. Procedure details: Ethyl (6-amino-4-(4-chlorophenyl)-2,3,9-trimethyl-6H- thieno[3,2-f][1,2,4]triazolo[4,3-a][1,4]diazepin-6-yl)- carboxylate (11 g) was dissolved in a mixed solution of ethanol (250 ml) and water (80 ml). Barium hydroxide octahydrate (8.4 g) was added and the mixture was stirred at room temperature for 24 hours. The solvent was distilled away under reduced pressure, and water (100 ml) was added. The pH of the mixture was adjusted to 2 with 1N hydrochloric acid and stirred for 20 minutes. The mixtur... Reactants: O=C([O-])O, [F-], [K+], [K+], O, OC(C[SiH2]c1ccccn1)c1ccccc1, OO. The product is OCC(O)c1ccccc1. Reaction SMILES: [C:19]([OH:20])(=[O:21])[O-:22].[F-:17].[K+:18].[K+:23].[OH2:26].[OH:1][CH:2]([CH2:3][SiH2:4][c:5]1[cH:6][cH:7][cH:8][cH:9][n:10]1)[c:11]1[cH:12][cH:13][cH:14][cH:15][cH:16]1.[OH:24][OH:25]>>[OH:1][CH:2]([CH2:3][OH:20])[c:11]1[cH:12][cH:13][cH:14][cH:15][cH:16]1. The reactants are N1C=CC=2C1=NC=C(C2)O (1H-Pyrrolo[2,3-b]pyridin-5-ol), BrC1=CC=CC=C1 (bromobenzene), Cl (HCl). The reagents and catalysts are [Cu-]=O (copper(I) oxide). Solvent: N1=CC=CC=C1 (pyridine). Conditions: temperature 115 celsius. Yields the product O(C1=CC=CC=C1)C=1C=C2C(=NC1)NC=C2 (5-phenoxy-1H-pyrrolo[2,3-b]pyridine). As a reaction SMILES: [NH:1]1[C:5]2=[N:6][CH:7]=[C:8]([OH:10])[CH:9]=[C:4]2[CH:3]=[CH:2]1.Br[C:12]1[CH:17]=[CH:16][CH:15]=[CH:14][CH:13]=1.Cl>N1C=CC=CC=1.[Cu-]=O>[O:10]([C:8]1[CH:9]=[C:4]2[CH:3]=[CH:2][NH:1][C:5]2=[N:6][CH:7]=1)[C:12]1[CH:17]=[CH:16][CH:15]=[CH:14][CH:13]=1. Reported procedure: To 1H-Pyrrolo[2,3-b]pyridin-5-ol (6, 645 mg, 4.81 mol) and copper(I) oxide (860 mg, 6.0 mmol) in pyridine (10 mL), bromobenzene (31, 422 uL, 4.01 mmol) was added. The mixture was heated to 115° C. for 24 hours. The reaction mixture was treated with 1N HCl and extracted with ethyl acetate. The organic layer was washed with NH4OH/NH4Cl (1:4), saturated aqueous NH4Cl twice, water, and brine, dried over anhydrous magnesium sulfate, filtrated and concentrated. The desired compound was isolated with s...